Dataset: the Open Reaction Database (ORD), a public repository of structured organic reaction records. Task: describe an organic reaction: reactants, conditions, products, and yield Reactants: C(C)C=1C=C(C=CC1)C#C[Si](C)(C)C (((3-ethylphenyl)ethynyl)trimethylsilane), C([O-])([O-])=O.[K+].[K+] (Potassium carbonate). Run in CO (MeOH). Conditions: temperature 25 celsius, time 1 hour. Yields the product C(C)C1=CC(=CC=C1)C#C (1-ethyl-3-ethynylbenzene). The yield is 109.9%. RXN SMILES: [CH2:1]([C:3]1[CH:4]=[C:5]([C:9]#[C:10][Si](C)(C)C)[CH:6]=[CH:7][CH:8]=1)[CH3:2].C(=O)([O-])[O-].[K+].[K+]>CO>[CH2:9]([C:5]1[CH:6]=[CH:7][CH:8]=[C:3]([C:1]#[CH:2])[CH:4]=1)[CH3:10] |f:1.2.3|. Reported procedure: In a 100 mL round-bottomed flask was placed ((3-ethylphenyl)ethynyl)trimethylsilane (3.17 g, 15.66 mmol) and MeOH (31.3 ml) was added to give a yellow solution. Potassium carbonate (21.65 g, 157 mmol) was added and reaction stirred at 25° C. for 1 h. The reaction was partitioned between water (200 mL) and hexanes (200 mL). The organic was washed with water (100 mL) and brine (100 mL). The organic was dried over Na2SO4. The solvent was removed providing 1-ethyl-3-ethynylbenzene (2.24 g, 17.21 mmo... Starting materials: ClC1=CC=CC2=CC=CC=C12 (1-chloronaphthalene), ClC1=CC=CC2=CC=CC=C12 (1-chloronaphthalene), FeCl2, solution, [Mg+2].[Cl-].[Cl-] (MgCl2), C1(=CC=CC2=CC=CC=C12)C1=CC=CC2=CC=CC=C12 (binaphthyl). Solvent: C1CCOC1 (THF), C1CCOC1 (THF). Conditions: temperature 55 celsius, time 30 minute. The product is C1=CC=CC2=CC=CC=C12 (naphthalene). Yield: 7.2%. As a reaction SMILES: [Mg+2].[Cl-].[Cl-].Cl[C:5]1[C:14]2[C:9](=[CH:10][CH:11]=[CH:12][CH:13]=2)[CH:8]=[CH:7][CH:6]=1.C1(C2C3C(=CC=CC=3)C=CC=2)C2C(=CC=CC=2)C=CC=1>C1COCC1>[CH:13]1[C:14]2[C:9](=[CH:8][CH:7]=[CH:6][CH:5]=2)[CH:10]=[CH:11][CH:12]=1 |f:0.1.2|. Reported procedure: Under vacuum (0.1 mbar), 3.70 g (150 mmol) of Mg powder was baked out (100-150° C.) and, after cooling, 0.66 g (2 mmol) of 9,10-diphenylanthracene (DA, Aldrich), 50 ml of THF and 2 to 3 drops of ethyl bromide was added. After stirring the mixture for 1 h, a deep-blue solution had formed (formation of the Mg-DA radical anion, see description). To this solution, 0.26 g (2 mmol) of anhydrous FeCl2, 20 ml of THF and 10.2 ml of an 0.49 M solution of MgCl2 in THF (5 mmol) was added, followed by stirri... Reactants: C(#N)C1=C(C(=C(C(=O)O)C=C1)F)F (4-cyano-2,3-difluorobenzoic acid), C(C(=O)Cl)(=O)Cl (oxalyl chloride), C(#N)C1=C(C(=C(C(=O)Cl)C=C1)F)F (4-cyano-2,3-difluorobenzoyl chloride), BrC1=C(N)C(=CC(=C1)C(C(F)(F)F)(C(F)(F)F)F)C(F)(F)F (2-bromo-4-(perfluoropropan-2-yl)-6-(trifluoromethyl)aniline). The reagents and catalysts are CN(C)C=O (DMF). Solvent: ClCCl (dichloromethane), CN1CCN(C1=O)C (DMI), C(C)(=O)OCC (ethyl acetate), O (water). Run at time 1 hour. Product: BrC1=C(C(=CC(=C1)C(C(F)(F)F)(C(F)(F)F)F)C(F)(F)F)NC(C1=C(C(=C(C=C1)C#N)F)F)=O (N-(2-bromo-4-(perfluoropropan-2-yl)-6-(trifluoromethyl)phenyl)-4-cyano-2,3-difluorobenzamide). The yield is 26.4%. Reaction SMILES: [C:1]([C:3]1[CH:11]=[CH:10][C:6]([C:7]([OH:9])=O)=[C:5]([F:12])[C:4]=1[F:13])#[N:2].C(Cl)(=O)C(Cl)=O.C(C1C=CC(C(Cl)=O)=C(F)C=1F)#N.[Br:33][C:34]1[CH:40]=[C:39]([C:41]([F:50])([C:46]([F:49])([F:48])[F:47])[C:42]([F:45])([F:44])[F:43])[CH:38]=[C:37]([C:51]([F:54])([F:53])[F:52])[C:35]=1[NH2:36]>ClCCl.CN(C=O)C.CN1C(=O)N(C)CC1.C(OCC)(=O)C.O>[Br:33][C:34]1[CH:40]=[C:39]([C:41]([F:50])([C:42]([F:44])([F:45])[F:43])[C:46]([F:47])([F:49])[F:48])[CH:38]=[C:37]([C:51]([F:52])([F:53])[F:54])[C:35]=1[NH:36][C:7](=[O:9])[C:6]1[CH:10]=[CH:11][C:3]([C:1]#[N:2])=[C:4]([F:13])[C:5]=1[F:12]. Procedure: To a solution of 0.840 g (4.59 mmol) of 4-cyano-2,3-difluorobenzoic acid in 10 ml of dichloromethane were added one drop of DMF and 0.470 ml (5.51 mmol) of oxalyl chloride, followed by stirring at room temperature for 1 hour. The solvent was evaporated under reduced pressure and the obtained 4-cyano-2,3-difluorobenzoyl chloride was added to a solution of 1.56 g (3.83 mmol) of 2-bromo-4-(perfluoropropan-2-yl)-6-(trifluoromethyl)aniline obtained in 1-2 of Example 1 in 5 ml of DMI, followed by stir... Reactants: C(C)OC(=O)C=1C(C2=C(N=C(N=C2)S(=O)(=O)C)N(C1)C=1C=C2CCCC2=CC1)=O (8-Indan-5-yl-2-methanesulfonyl-5-oxo-5,8-dihydro-pyrido[2,3-d]pyrimidine-6-carboxylic acid ethyl ester), CN(C)CC1=CC=C(C=C1)N (4-dimethylaminomethyl-phenylamine). Run in CC(C)O (i-PrOH). Run at temperature 90 celsius, time 3 hour. Product: C(C)OC(=O)C=1C(C2=C(N=C(N=C2)NC2=CC=C(C=C2)CN(C)C)N(C1)C=1C=C2CCCC2=CC1)=O (2-(4-Dimethylaminomethyl-phenylamino)-8-indan-5-yl-5-oxo-5,8-dihydro-pyrido[2,3-d]pyrimidine-6-carboxylic acid ethyl ester). Isolated yield 65.0%. Reaction SMILES: [CH2:1]([O:3][C:4]([C:6]1[C:7](=[O:29])[C:8]2[CH:13]=[N:12][C:11](S(C)(=O)=O)=[N:10][C:9]=2[N:18]([C:20]2[CH:21]=[C:22]3[C:26](=[CH:27][CH:28]=2)[CH2:25][CH2:24][CH2:23]3)[CH:19]=1)=[O:5])[CH3:2].[CH3:30][N:31]([CH2:33][C:34]1[CH:39]=[CH:38][C:37]([NH2:40])=[CH:36][CH:35]=1)[CH3:32]>CC(O)C>[CH2:1]([O:3][C:4]([C:6]1[C:7](=[O:29])[C:8]2[CH:13]=[N:12][C:11]([NH:40][C:37]3[CH:36]=[CH:35][C:34]([CH2:33][N:31]([CH3:32])[CH3:30])=[CH:39][CH:38]=3)=[N:10][C:9]=2[N:18]([C:20]2[CH:21]=[C:22]3[C:26](=[CH:27][CH:28]=2)[CH2:25][CH2:24][CH2:23]3)[CH:19]=1)=[O:5])[CH3:2]. Procedure details: 8-Indan-5-yl-2-methanesulfonyl-5-oxo-5,8-dihydro-pyrido[2,3-d]pyrimidine-6-carboxylic acid ethyl ester (87 mg, 0.21 mmol) and 4-dimethylaminomethyl-phenylamine (32 mg, 0.21 mmol) were combined in i-PrOH (2 mL) and heated to 90° C. After 3 h, the reaction mixture was concentrated and purified by preparative HPLC (30 mL/min 5-100% MeCN/H2O gradient over 10 min) and lyophilized to provide 66 mg of 2-(4-Dimethylaminomethyl-phenylamino)-8-indan-5-yl-5-oxo-5,8-dihydro-pyrido[2,3-d]pyrimidine-6-carboxy... Reactants: CCO, [Cl-], CN1CCN(Cc2cc([N+](=O)[O-])ccc2F)CC1, [Fe], [NH4+]. RXN SMILES: [CH3:21][CH2:22][OH:23].[Cl-:19].[F:1][c:2]1[c:3]([CH2:4][N:5]2[CH2:6][CH2:7][N:8]([CH3:11])[CH2:9][CH2:10]2)[cH:12][c:13]([N+:16]([O-:17])=[O:18])[cH:14][cH:15]1.[Fe:24].[NH4+:20]>>[F:1][c:2]1[c:3]([CH2:4][N:5]2[CH2:6][CH2:7][N:8]([CH3:11])[CH2:9][CH2:10]2)[cH:12][c:13]([NH2:16])[cH:14][cH:15]1. Product: CN1CCN(Cc2cc(N)ccc2F)CC1. The reactants are [OH-].[Li+] (Lithium hydroxide), C(C)(C)(C)OC(=O)NC(C(=O)OC)CN(C)CC1=CC(=C(C=C1)Cl)Cl (Methyl 2-(tert-butoxycarbonylamino)-3-(N-methyl-3,4-dichlorobenzylamino)propionate). Run in O1CCCC1.O (tetrahydrofuran water), Cl (hydrochloric acid). Reaction conditions: time 4 hour. The product is C(C)(C)(C)OC(=O)NC(C(=O)O)CN(C)CC1=CC(=C(C=C1)Cl)Cl (2-(tert-Butoxycarbonylamino)-3-(N-methyl-3,4-dichlorobenzylamino)propionic acid). Isolated yield 43.2%. Reaction SMILES: [OH-].[Li+].[C:3]([O:7][C:8]([NH:10][CH:11]([CH2:16][N:17]([CH2:19][C:20]1[CH:25]=[CH:24][C:23]([Cl:26])=[C:22]([Cl:27])[CH:21]=1)[CH3:18])[C:12]([O:14]C)=[O:13])=[O:9])([CH3:6])([CH3:5])[CH3:4]>O1CCCC1.O.Cl>[C:3]([O:7][C:8]([NH:10][CH:11]([CH2:16][N:17]([CH2:19][C:20]1[CH:25]=[CH:24][C:23]([Cl:26])=[C:22]([Cl:27])[CH:21]=1)[CH3:18])[C:12]([OH:14])=[O:13])=[O:9])([CH3:6])([CH3:4])[CH3:5] |f:0.1,3.4|. Procedure: Lithium hydroxide (55 mg) was added to a solution of the product of step (a) (722 mg) in tetrahydrofuran/water (30 ml). The mixture was stirred at room temperature for 4 hours, diluted with hydrochloric acid (1M, 50 ml) and extracted with ethyl acetate (3×50 ml). The combined organic fractions were dried (MgSO4) and the solvent was evaporated under reduced pressure to give the title compound as a colourless foam (301 mg). NMR δH (250 MHz, CDCl3) 1.43 (9H, s), 2.59 (3H, s), 2.90 (1H, m), 3.22 (1H... Starting materials: O (water), acetylhydroxamic acid, CC(C)([O-])C.[K+] (potassium tert-butoxide), CN(C)C=O (DMF), BrC1=C(C#N)C(=CC=C1)F (2-bromo-6-fluorobenzonitrile). Conditions: time 30 minute. Yields the product BrC1=CC=CC2=C1C(=NO2)N (4-bromo-1,2-benzisoxazol-3-amine). As a reaction SMILES: CC(C)([O-])C.[K+].[Br:7][C:8]1[CH:15]=[CH:14][CH:13]=[C:12](F)[C:9]=1[C:10]#[N:11].[OH2:17].C[N:19](C=O)C>>[Br:7][C:8]1[C:9]2[C:10]([NH2:19])=[N:11][O:17][C:12]=2[CH:13]=[CH:14][CH:15]=1 |f:0.1|. Procedure details: A suspension of acetylhydroxamic acid (2.46 g, 32.8 mmol) and potassium tert-butoxide (3.68 g, 32.8 mmol) in DMF (40 mL) was stirred at room temperature for 30 minutes, treated with 2-bromo-6-fluorobenzonitrile (4.36 g, 21.8 mmol), stirred for three hours, poured into water, and extracted three times with ethyl acetate. The combined extracts were washed with brine, dried (MgSO4), filtered, and concentrated. The residue was purified by flash column chromatography on silica gel with 5 to 20% ethyl... Starting materials: amine, BrCC=1N(C2=NC(=NC(=C2N1)N1CCOCC1)N1C(=NC2=C1C=CC=C2)C)C (4-(8-(bromomethyl)-9-methyl-2-(2-methyl-1H-benzo[d]imidazol-1-yl)-9H-purin-6-yl)morpholine), N1CC(C1)N1CCCCC1 (1-(azetidin-3-yl)piperidine). Yields the product CN1C2=NC(=NC(=C2N=C1CN1CC(C1)N1CCCCC1)N1CCOCC1)N1C(=NC2=C1C=CC=C2)C (4-(9-methyl-2-(2-methyl-1H-benzo[d]imidazol-1-yl)-8-((3-(piperidin-1-yl)azetidin-1-yl)methyl)-9H-purin-6-yl)morpholine). Reaction SMILES: Br[CH2:2][C:3]1[N:4]([CH3:28])[C:5]2[C:10]([N:11]=1)=[C:9]([N:12]1[CH2:17][CH2:16][O:15][CH2:14][CH2:13]1)[N:8]=[C:7]([N:18]1[C:22]3[CH:23]=[CH:24][CH:25]=[CH:26][C:21]=3[N:20]=[C:19]1[CH3:27])[N:6]=2.[NH:29]1[CH2:32][CH:31]([N:33]2[CH2:38][CH2:37][CH2:36][CH2:35][CH2:34]2)[CH2:30]1>>[CH3:28][N:4]1[C:3]([CH2:2][N:29]2[CH2:32][CH:31]([N:33]3[CH2:38][CH2:37][CH2:36][CH2:35][CH2:34]3)[CH2:30]2)=[N:11][C:10]2[C:5]1=[N:6][C:7]([N:18]1[C:22]3[CH:23]=[CH:24][CH:25]=[CH:26][C:21]=3[N:20]=[C:19]1[CH3:27])=[N:8][C:9]=2[N:12]1[CH2:17][CH2:16][O:15][CH2:14][CH2:13]1. Reported procedure: Following General Procedure E for amine alkylation, 4-(8-(bromomethyl)-9-methyl-2-(2-methyl-1H-benzo[d]imidazol-1-yl)-9H-purin-6-yl)morpholine and 1-(azetidin-3-yl)piperidine were reacted to give 386. LCMS m/z: 502.3 (MH+)